This data is from the Open Reaction Database (ORD), a public repository of structured organic reaction records. The task is: describe an organic reaction: reactants, conditions, products, and yield Starting materials: CC(C)(C)P(c1ccc2ccccc2c1-c1cccc2ccccc12)C(C)(C)C, O=C([O-])[O-], CC(=O)[O-], CC(=O)[O-], COC(=O)C(Cc1ccc(OC(CO)c2ccc(OCc3ccc(Cl)c(Cl)c3)cc2)c(Br)c1)NC(=O)OC(C)(C)C, [Cs+], [Cs+], [Pd+2]. RXN SMILES: [C:42]([P:43]([C:44]([CH3:45])([CH3:46])[CH3:47])[c:48]1[cH:49][cH:50][c:51]2[c:52]([cH:53][cH:54][cH:55][cH:56]2)[c:57]1-[c:58]1[c:59]2[c:60]([cH:61][cH:62][cH:63][cH:64]2)[cH:65][cH:66][cH:67]1)([CH3:68])([CH3:69])[CH3:70].[C:71](=[O:72])([O-:73])[O-:74].[C:77]([O-:78])(=[O:79])[CH3:80].[C:82]([O-:83])(=[O:84])[CH3:85].[CH3:1][O:2][C:3]([CH:4]([CH2:5][c:6]1[cH:7][c:8]([Br:32])[c:9]([O:12][CH:13]([CH2:14][OH:15])[c:16]2[cH:17][cH:18][c:19]([O:22][CH2:23][c:24]3[cH:25][c:26]([Cl:31])[c:27]([Cl:30])[cH:28][cH:29]3)[cH:20][cH:21]2)[cH:10][cH:11]1)[NH:33][C:34](=[O:35])[O:36][C:37]([CH3:38])([CH3:39])[CH3:40])=[O:41].[Cs+:75].[Cs+:76].[Pd+2:81]>>[CH3:1][O:2][C:3]([CH:4]([CH2:5][c:6]1[cH:7][c:8]2[c:9]([cH:10][cH:11]1)[O:12][CH:13]([c:16]1[cH:17][cH:18][c:19]([O:22][CH2:23][c:24]3[cH:25][c:26]([Cl:31])[c:27]([Cl:30])[cH:28][cH:29]3)[cH:20][cH:21]1)[CH2:14][O:15]2)[NH:33][C:34](=[O:35])[O:36][C:37]([CH3:38])([CH3:39])[CH3:40])=[O:41]. Yields the product COC(=O)C(Cc1ccc2c(c1)OCC(c1ccc(OCc3ccc(Cl)c(Cl)c3)cc1)O2)NC(=O)OC(C)(C)C. The yield is 87.0%. The solvent is C(C)O (ethanol). RXN SMILES: C([O:8][C:9](=[O:46])[CH2:10][N:11]([C:19](=[O:45])[C@H:20]([CH2:38][CH2:39][CH2:40][NH:41][C:42](=[NH:44])[NH2:43])[N:21]([N+:35]([O-])=O)[S:22]([C:25]1[CH:34]=[CH:33][C:32]2[CH2:31][CH2:30][CH2:29][CH2:28][C:27]=2[CH:26]=1)(=[O:24])=[O:23])[CH2:12][CH:13]1[CH2:18][CH2:17][CH2:16][CH2:15][CH2:14]1)C1C=CC=CC=1.C(O)(=O)C.[H][H]>C(O)C.[Pd]>[N:21]#[N:35].[CH:26]1[C:27]2[CH2:28][CH2:29][CH2:30][CH2:31][C:32]=2[CH:33]=[CH:34][C:25]=1[S:22]([NH:21][C@H:20]([C:19]([N:11]([CH2:12][CH:13]1[CH2:14][CH2:15][CH2:16][CH2:17][CH2:18]1)[CH2:10][C:9]([OH:46])=[O:8])=[O:45])[CH2:38][CH2:39][CH2:40][NH:41][C:42](=[NH:43])[NH2:44])(=[O:23])=[O:24] |f:5.6|. Starting materials: [H][H] (hydrogen), C(C1=CC=CC=C1)OC(CN(CC1CCCCC1)C([C@@H](N(S(=O)(=O)C1=CC=2CCCCC2C=C1)[N+](=O)[O-])CCCNC(N)=N)=O)=O (nitro-N2 -(5,6,7,8-tetrahydro-2-naphthylsulfonyl)-L-arginyl-N-cyclohexylmethylglycine benzyl ester), C(C)(=O)O (acetic acid). Reported procedure: To a solution of 3.00 g of NG -nitro-N2 -(5,6,7,8-tetrahydro-2-naphthylsulfonyl)-L-arginyl-N-cyclohexylmethylglycine benzyl ester in 50 ml of ethanol and 0.5 ml of acetic acid was added 0.5 g of palladium-black and then the mixture was shaken in a hydrogen atmosphere for 100 hours at room temperature. At the end of this period, the ethanol solution was filtered to remove the catalyst and evaporated to dryness. The residue was washed several times with dry diethyl ether and chromatographed on 80 ... The product is N#N.C1=C(C=CC=2CCCCC12)S(=O)(=O)N[C@@H](CCCNC(N)=N)C(=O)N(CC(=O)O)CC1CCCCC1 (N2 (5,6,7,8-tetrahydro-2-naphthylsulfonyl)-L-arginyl-N-cyclohexylmethylglycine). Reagents/catalysts: [Pd] (palladium-black). Starting materials: C1CCNC1, C#CCN(C)C(C)=O, [Cl-], C1COCCO1. The product is CC(=O)N(C)CC#CCN1CCCC1. RXN SMILES: [CH2:9]1[CH2:10][CH2:11][NH:12][CH2:13]1.[CH3:1][N:2]([C:3]([CH3:4])=[O:5])[CH2:6][C:7]#[CH:8].[Cl-:14].[O:15]1[CH2:16][CH2:20][O:19][CH2:18][CH2:17]1>>[CH3:1][N:2]([C:3]([CH3:4])=[O:5])[CH2:6][C:7]#[C:8][CH2:16][N:12]1[CH2:11][CH2:10][CH2:9][CH2:13]1. Starting materials: O=C([O-])O, CCCNC, CCN=C=NCCCN(C)C, Cl, [Na+], CN(C)C=O, O, On1nnc2ccccc21, O=C(O)c1cnccn1. The product is CCCN(C)C(=O)c1cnccn1. RXN SMILES: [C:38](=[O:39])([O-:40])[OH:41].[CH3:10][NH:11][CH2:12][CH2:13][CH3:14].[CH3:16][N:17]([CH3:18])[CH2:19][CH2:20][CH2:21][N:22]=[C:23]=[N:24][CH2:25][CH3:26].[ClH:15].[Na+:42].[O:43]=[CH:44][N:45]([CH3:46])[CH3:47].[OH2:37].[OH:27][n:28]1[c:29]2[c:30]([cH:31][cH:32][cH:33][cH:34]2)[n:35][n:36]1.[n:1]1[c:2]([C:7](=[O:8])[OH:9])[cH:3][n:4][cH:5][cH:6]1>>[n:1]1[c:2]([C:7](=[O:9])[N:11]([CH3:10])[CH2:12][CH2:13][CH3:14])[cH:3][n:4][cH:5][cH:6]1. Reactants: [H-].[H-].[H-].[H-].[Li+].[Al+3] (LiAlH4), COC(C1=CC=C(C=C1)OS(=O)(=O)C)=O (4-methanesulfonyloxy-benzoic acid methyl ester), ice. The solvent is C1CCOC1 (THF). Run at temperature 0 celsius, time 2 hour. The product is OCC1=CC=C(C=C1)OS(=O)(=O)C (Methanesulfonic acid 4-hydroxymethyl-phenyl ester). RXN SMILES: C[O:2][C:3](=O)[C:4]1[CH:9]=[CH:8][C:7]([O:10][S:11]([CH3:14])(=[O:13])=[O:12])=[CH:6][CH:5]=1.[H-].[H-].[H-].[H-].[Li+].[Al+3]>C1COCC1>[OH:2][CH2:3][C:4]1[CH:5]=[CH:6][C:7]([O:10][S:11]([CH3:14])(=[O:13])=[O:12])=[CH:8][CH:9]=1 |f:1.2.3.4.5.6|. Procedure details: Under nitrogen atmosphere 4-methanesulfonyloxy-benzoic acid methyl ester (2.3 g, 10 mmol) was dissolved in dry THF (50 mL) and LiAlH4 (0.28 g, 10 mmol) was added at 0° C. After the addition was completed the ice bath was removed and stirring was continued at r.t. for 2 h. The mixture was cooled down to 0° C. again and excess LiAlH4 was hydrolyzed by the addition of MeOH, H2O and aq. HCl (2N). After extracting DCM the combined organic layers were dried (MgSO4) and evaporated under reduced pressur... The reactants are O (water), C1(CC1)C(O)C1=C(C=CC=C1)OC ((Cyclopropyl)(2-methoxyphenyl)methanol), [N+](=O)([O-])C=1C=C(C=CC1)S(=O)(=O)OC[C@H]1CO1 ((R)-glycidyl 3-nitrobenzenesulfonate), [H-].[Na+] (sodium hydride). Run in CN(C=O)C (N,N-dimethylformamide). Reaction conditions: time 3 minute. Product: C1(CC1)C([C@@H]1OC1)OCC1=C(C=CC=C1)OC ((R)-2-[(Cyclopropyl)(2-methoxyphenyl)methoxymethyl]oxirane). RXN SMILES: C1([CH:4]([C:6]2[CH:11]=[CH:10][CH:9]=[CH:8][C:7]=2[O:12][CH3:13])[OH:5])CC1.[H-].[Na+].[N+]([C:19]1[CH:20]=[C:21](S(OC[C@@H]2OC2)(=O)=O)[CH:22]=[CH:23][CH:24]=1)([O-])=O.[OH2:33]>CN(C)C=O>[CH:22]1([CH:21]([O:5][CH2:4][C:6]2[CH:11]=[CH:10][CH:9]=[CH:8][C:7]=2[O:12][CH3:13])[C@H:20]2[CH2:19][O:33]2)[CH2:23][CH2:24]1 |f:1.2|. Procedure: (Cyclopropyl)(2-methoxyphenyl)methanol (3.57 g) obtained in Step 1 was dissolved in N,N-dimethylformamide (50 ml), sodium hydride (960 mg, 60% oil) was added and the mixture was stirred for 3 min. To the resulting mixture was added (R)-glycidyl 3-nitrobenzenesulfonate (6.22 g) and the mixture was stirred at room temperature for 12 hr. The reaction mixture was poured into water and extracted with diethyl ether. The organic layer was washed successively with water and saturated brine, dried over s... Starting materials: [H-].[Al+3].[Li+].[H-].[H-].[H-] (lithium aluminum hydride), C1(=CC=CC=C1)[C@@]1([C@@H](C1)COCC1=CC=CC=C1)CC#N (((1R,2R)-1-phenyl-2-{[(phenylmethyl)oxy]methyl)cyclopropyl)acetonitrile), 22B. Solvent: C(C)OCC (diethyl ether), C(C)OCC (diethyl ether), C(C)OCC (diethyl ether). Conditions: temperature 0 celsius, time 3 hour. Product: C1(=CC=CC=C1)[C@@]1([C@@H](C1)COCC1=CC=CC=C1)CCN ([2-((1R,2R)-1-phenyl-2-{[(phenylmethyl)oxy]methyl}cyclopropyl)ethyl]amine). Isolated yield 100.0%. RXN SMILES: [H-].[Al+3].[Li+].[H-].[H-].[H-].[C:7]1([C@@:13]2([CH2:25][C:26]#[N:27])[CH2:15][C@H:14]2[CH2:16][O:17][CH2:18][C:19]2[CH:24]=[CH:23][CH:22]=[CH:21][CH:20]=2)[CH:12]=[CH:11][CH:10]=[CH:9][CH:8]=1>C(OCC)C>[C:7]1([C@@:13]2([CH2:25][CH2:26][NH2:27])[CH2:15][C@H:14]2[CH2:16][O:17][CH2:18][C:19]2[CH:24]=[CH:23][CH:22]=[CH:21][CH:20]=2)[CH:8]=[CH:9][CH:10]=[CH:11][CH:12]=1 |f:0.1.2.3.4.5|. Reported procedure: To 18.13 mL 1M lithium aluminum hydride (18.13 mmol) in diethyl ether at 0° C. was added ((1R,2R)-1-phenyl-2-{[(phenylmethyl)oxy]methyl)cyclopropyl)acetonitrile (5.2 g, 18.13 mmol), accessed via the method of Preparation 22B, dissolved in 20 mL diethyl ether. After complete addition, the reaction mixture was stirred at 0° C. for 3 h. The reaction mixture was diluted with 400 mL diethyl ether and quenched with successive addition of 0.6 mL water, 0.6 mL 15% NaOH, and 3.0 mL water. The reaction mi... The reactants are [Li]C(C)(C)C, CCCCCC(C=CI)O[Si](C)(C)C(C)(C)C, C1CCOC1, COC(=O)CSCCCSC1=CC(O[Si](C)(C)C(C)(C)C)CC1=O, CCCCC, CCOCC, [Cl-], [NH4+]. Yields the product CCCCCC(C=CC1C(O[Si](C)(C)C(C)(C)C)CC(=O)C1SCCCSCC(=O)OC)O[Si](C)(C)C(C)(C)C. As a reaction SMILES: [C:1]([Li:2])([CH3:3])([CH3:4])[CH3:5].[C:6]([CH3:7])([CH3:8])([CH3:9])[Si:10]([CH3:11])([CH3:12])[O:13][CH:14]([CH2:15][CH2:16][CH2:17][CH2:18][CH3:19])[CH:20]=[CH:21][I:22].[CH2:59]1[O:60][CH2:61][CH2:62][CH2:63]1.[CH3:23][O:24][C:25]([CH2:26][S:27][CH2:28][CH2:29][CH2:30][S:31][C:32]1=[CH:33][CH:34]([O:38][Si:39]([CH3:40])([CH3:41])[C:42]([CH3:43])([CH3:44])[CH3:45])[CH2:35][C:36]1=[O:37])=[O:46].[CH3:49][CH2:50][CH2:51][CH2:52][CH3:53].[CH3:54][CH2:55][O:56][CH2:57][CH3:58].[Cl-:47].[NH4+:48]>>[C:6]([CH3:7])([CH3:8])([CH3:9])[Si:10]([CH3:11])([CH3:12])[O:13][CH:14]([CH2:15][CH2:16][CH2:17][CH2:18][CH3:19])[CH:20]=[CH:21][CH:33]1[CH:32]([S:31][CH2:30][CH2:29][CH2:28][S:27][CH2:26][C:25]([O:24][CH3:23])=[O:46])[C:36](=[O:37])[CH2:35][CH:34]1[O:38][Si:39]([CH3:40])([CH3:41])[C:42]([CH3:43])([CH3:44])[CH3:45]. Reactants: C(C1=CC=CC=C1)(=O)C1=C(SC(=C1)Br)NC(C)=O (N-(3-benzoyl-5-bromo-thiophen-2-yl) acetamide), C1(=CC=CC=C1)B(O)O (phenyl boronic acid), aqueous solution, C(=O)([O-])[O-].[Na+].[Na+] (Na2CO3). Reagents/catalysts: [Pd].C1(=CC=CC=C1)P(C1=CC=CC=C1)C1=CC=CC=C1.C1(=CC=CC=C1)P(C1=CC=CC=C1)C1=CC=CC=C1.C1(=CC=CC=C1)P(C1=CC=CC=C1)C1=CC=CC=C1.C1(=CC=CC=C1)P(C1=CC=CC=C1)C1=CC=CC=C1 (Tetrakis-(triphenylphosphine) palladium (0)). Run in C1(=CC=CC=C1)C (toluene), CCO (EtOH). Reaction conditions: temperature 90 celsius. The product is C(C1=CC=CC=C1)(=O)C1=C(SC(=C1)C1=CC=CC=C1)NC(C)=O (N-(3-benzoyl-5-phenyl-thiophen-2-yl)-acetamide). Yield: 88.6%. RXN SMILES: [C:1]([C:9]1[CH:13]=[C:12](Br)[S:11][C:10]=1[NH:15][C:16](=[O:18])[CH3:17])(=[O:8])[C:2]1[CH:7]=[CH:6][CH:5]=[CH:4][CH:3]=1.[C:19]1(B(O)O)[CH:24]=[CH:23][CH:22]=[CH:21][CH:20]=1.C([O-])([O-])=O.[Na+].[Na+]>C1(C)C=CC=CC=1.CCO.[Pd].C1(P(C2C=CC=CC=2)C2C=CC=CC=2)C=CC=CC=1.C1(P(C2C=CC=CC=2)C2C=CC=CC=2)C=CC=CC=1.C1(P(C2C=CC=CC=2)C2C=CC=CC=2)C=CC=CC=1.C1(P(C2C=CC=CC=2)C2C=CC=CC=2)C=CC=CC=1>[C:1]([C:9]1[CH:13]=[C:12]([C:19]2[CH:24]=[CH:23][CH:22]=[CH:21][CH:20]=2)[S:11][C:10]=1[NH:15][C:16](=[O:18])[CH3:17])(=[O:8])[C:2]1[CH:7]=[CH:6][CH:5]=[CH:4][CH:3]=1 |f:2.3.4,7.8.9.10.11|. Procedure details: A stirred solution of 0.448 g (1.38 mmol) of N-(3-benzoyl-5-bromo-thiophen-2-yl) acetamide in 20 ml toluene and 10 ml EtOH was degassed with argon. Tetrakis-(triphenylphosphine) palladium (0) (0.320 g, 0.27 mmol), phenyl boronic acid (0.194 g, 1.59 mmol) and 20 ml of an aqueous solution of Na2CO3 1N were added. The mixture was heated at 90° C. for 1 hour before cooling down to RT, filtered through Celite and concentrated. The mixture was extracted with ethyl acetate and aq. NaHCO3. The combined ... Reactants: O=C(O)NC(=O)c1c(F)cccc1Cl, Nc1ccc(C(F)(F)F)cn1. The product is O=C(NC(=O)c1c(F)cccc1Cl)Nc1ccc(C(F)(F)F)cn1. Reaction SMILES: [Cl:1][c:2]1[c:3]([C:4](=[O:5])[NH:6][C:7](=[O:8])[OH:9])[c:10]([F:14])[cH:11][cH:12][cH:13]1.[F:15][C:16]([c:17]1[cH:18][cH:19][c:20]([NH2:23])[n:21][cH:22]1)([F:24])[F:25]>>[Cl:1][c:2]1[c:3]([C:4](=[O:5])[NH:6][C:7](=[O:9])[NH:23][c:20]2[cH:19][cH:18][c:17]([C:16]([F:15])([F:24])[F:25])[cH:22][n:21]2)[c:10]([F:14])[cH:11][cH:12][cH:13]1.